This data is from the Open Reaction Database (ORD), a public repository of structured organic reaction records. The task is: describe an organic reaction: reactants, conditions, products, and yield The reactants are [Li]CCCC, CN=C=S, CCCCCC, CCO, CCOC(C)=O, CN(C)P(=O)(N(C)C)N(C)C, CC(C)NC(C)C, C1CCOC1, O, O=S1CCCC1c1ccccc1. The product is CNC(=S)C1(c2ccccc2)CCCS1=O. RXN SMILES: [CH2:1]([Li:2])[CH2:3][CH2:4][CH3:5].[CH3:25][N:26]=[C:27]=[S:28].[CH3:29][CH2:30][CH2:31][CH2:32][CH2:33][CH3:34].[CH3:35][CH2:36][OH:37].[CH3:38][CH2:39][O:40][C:41](=[O:42])[CH3:43].[CH3:50][N:51]([CH3:52])[P:53](=[O:54])([N:55]([CH3:56])[CH3:57])[N:58]([CH3:59])[CH3:60].[CH:6]([NH:7][CH:8]([CH3:9])[CH3:10])([CH3:11])[CH3:12].[O:45]1[CH2:46][CH2:47][CH2:48][CH2:49]1.[OH2:44].[c:13]1([CH:19]2[S:20](=[O:24])[CH2:21][CH2:22][CH2:23]2)[cH:14][cH:15][cH:16][cH:17][cH:18]1>>[c:13]1([C:19]2([C:27]([NH:26][CH3:25])=[S:28])[S:20](=[O:24])[CH2:21][CH2:22][CH2:23]2)[cH:14][cH:15][cH:16][cH:17][cH:18]1. The reactants are NC1=CC(=C(C(=O)OC)C=C1)C1=CC=CC=C1 (methyl 4-amino-2-phenylbenzoate), N(=O)[O-].[Na+] (NaNO2), N(=O)O (nitrous acid), [H+].[B-](F)(F)(F)F (HBF4). Yields the product COC(C1=C(C=C(C=C1)F)C1=CC=CC=C1)=O (4-Fluoro-2-phenyl benzoic acid methyl ester). Reaction SMILES: N[C:2]1[CH:11]=[CH:10][C:5]([C:6]([O:8][CH3:9])=[O:7])=[C:4]([C:12]2[CH:17]=[CH:16][CH:15]=[CH:14][CH:13]=2)[CH:3]=1.N([O-])=O.[Na+].N(O)=O.[H+].[B-](F)(F)(F)[F:27]>>[CH3:9][O:8][C:6](=[O:7])[C:5]1[CH:10]=[CH:11][C:2]([F:27])=[CH:3][C:4]=1[C:12]1[CH:17]=[CH:16][CH:15]=[CH:14][CH:13]=1 |f:1.2,4.5|. Procedure details: A solution of methyl 4-amino-2-phenylbenzoate (1.0 equivalent) in dilute aqueous HBF4 is treated with NaNO2 (1.1 equivalents) until an excess of nitrous acid persists. The mixture is extracted into ethyl acetate which is dried and evaporated. The title ester is purified by chromatography on silica gel. Reactants: CC(=O)Nc1nc(C[P+](c2ccccc2)(c2ccccc2)c2ccccc2)cs1, CC(C)(C)[O-], CN(C)C=O, COC(=O)C=Cc1cc(C=O)cs1, [Cl-], [Cl-], Cl, [K+], [Na+]. Yields the product COC(=O)C=Cc1cc(C=Cc2csc(NC(C)=O)n2)cs1. Reaction SMILES: [C:2]([CH3:3])(=[O:4])[NH:5][c:6]1[s:7][cH:8][c:9]([CH2:11][P+:12]([c:13]2[cH:14][cH:15][cH:16][cH:17][cH:18]2)([c:19]2[cH:20][cH:21][cH:22][cH:23][cH:24]2)[c:25]2[cH:26][cH:27][cH:28][cH:29][cH:30]2)[n:10]1.[CH3:31][C:32]([CH3:33])([O-:34])[CH3:35].[CH3:53][N:54]([CH3:55])[CH:56]=[O:57].[CH:37](=[O:38])[c:39]1[cH:40][c:41]([CH:44]=[CH:45][C:46](=[O:47])[O:48][CH3:49])[s:42][cH:43]1.[Cl-:1].[Cl-:52].[ClH:50].[K+:36].[Na+:51]>>[C:2]([CH3:3])(=[O:4])[NH:5][c:6]1[s:7][cH:8][c:9]([CH:11]=[CH:37][c:39]2[cH:40][c:41]([CH:44]=[CH:45][C:46](=[O:47])[O:48][CH3:49])[s:42][cH:43]2)[n:10]1. Starting materials: FC=1C=C2C(=C(/C(/C2=CC1)=C/C1=CC=C(C=C1)S(=O)C)C)CCON (O-2-[Z-5-fluoro-2-methyl-1-(4-methylsulfinylphenyl)methylene-1H-inden-3-yl]ethyl hydroxylamine), COC(C=O)COC (2,3-dimethoxypropanal). Product: FC=1C=C2C(=C(/C(/C2=CC1)=C/C1=CC=C(C=C1)S(=O)C)C)CCON=CC(COC)OC (2,3-dimethoxypropanal-O-2-[Z-5-fluoro-2-methyl-1-(4-methylsulfinylphenyl)methylene-1H-inden-3-yl]ethyl oxime). Reaction SMILES: [F:1][C:2]1[CH:3]=[C:4]2[C:8](=[CH:9][CH:10]=1)/[C:7](=[CH:11]\[C:12]1[CH:17]=[CH:16][C:15]([S:18]([CH3:20])=[O:19])=[CH:14][CH:13]=1)/[C:6]([CH3:21])=[C:5]2[CH2:22][CH2:23][O:24][NH2:25].[CH3:26][O:27][CH:28]([CH2:31][O:32][CH3:33])[CH:29]=O>>[F:1][C:2]1[CH:3]=[C:4]2[C:8](=[CH:9][CH:10]=1)/[C:7](=[CH:11]\[C:12]1[CH:17]=[CH:16][C:15]([S:18]([CH3:20])=[O:19])=[CH:14][CH:13]=1)/[C:6]([CH3:21])=[C:5]2[CH2:22][CH2:23][O:24][N:25]=[CH:29][CH:28]([O:27][CH3:26])[CH2:31][O:32][CH3:33]. Reported procedure: The title compound is prepared by reaction of O-2-[Z-5-fluoro-2-methyl-1-(4-methylsulfinylphenyl)methylene-1H-inden-3-yl]ethyl hydroxylamine with 2,3-dimethoxypropanal by the method of Example 1. Starting materials: CC(C)(C)OC(=O)N1CCC(CCCn2c(COc3ccc(Cl)cc3)nc3c(OCCCBr)cccc32)CC1, O=C([O-])[O-], CC1CCCNC1, CN(C)C=O, [K+], [K+]. The product is CC1CCCN(CCCOc2cccc3c2nc(COc2ccc(Cl)cc2)n3CCCC2CCN(C(=O)OC(C)(C)C)CC2)C1. RXN SMILES: [Br:1][CH2:2][CH2:3][CH2:4][O:5][c:6]1[cH:7][cH:8][cH:9][c:10]2[n:11]([CH2:24][CH2:25][CH2:26][CH:27]3[CH2:28][CH2:29][N:30]([C:33](=[O:34])[O:35][C:36]([CH3:37])([CH3:38])[CH3:39])[CH2:31][CH2:32]3)[c:12]([CH2:15][O:16][c:17]3[cH:18][cH:19][c:20]([Cl:23])[cH:21][cH:22]3)[n:13][c:14]12.[C:40](=[O:41])([O-:42])[O-:43].[CH3:46][CH:47]1[CH2:48][NH:49][CH2:50][CH2:51][CH2:52]1.[CH3:53][N:54]([CH3:55])[CH:56]=[O:57].[K+:44].[K+:45]>>[CH2:2]([CH2:3][CH2:4][O:5][c:6]1[cH:7][cH:8][cH:9][c:10]2[n:11]([CH2:24][CH2:25][CH2:26][CH:27]3[CH2:28][CH2:29][N:30]([C:33](=[O:34])[O:35][C:36]([CH3:37])([CH3:38])[CH3:39])[CH2:31][CH2:32]3)[c:12]([CH2:15][O:16][c:17]3[cH:18][cH:19][c:20]([Cl:23])[cH:21][cH:22]3)[n:13][c:14]12)[N:49]1[CH2:48][CH:47]([CH3:46])[CH2:52][CH2:51][CH2:50]1.